This data is from the Open Reaction Database (ORD), a public repository of structured organic reaction records. The task is: describe an organic reaction: reactants, conditions, products, and yield Reactants: NC1[C@@H]2N(C(=C(CS2)C=CCCl)C(=O)OC(C2=CC=CC=C2)C2=CC=CC=C2)C1=O (Diphenylmethyl 7-Amino-3-(3-chloro-1-propen-1-yl)-3-cephem-4-carboxylate), C/C(=N\[Si](C)(C)C)/O[Si](C)(C)C (N,O-bis(trimethylsilyl)acetamide), Cl.NC1=NC(=NS1)C(C(=O)Cl)=NOC (2-(5-amino-1,2,4-thiadiazol-3-yl)-2-methoxyiminoacetyl chloride hydrochloride). The solvent is C(Cl)Cl (CH2Cl2). Run at time 30 minute. The product is NC1=NC(=NS1)C(C(=O)NC1[C@@H]2N(C(=C(CS2)C=CCCl)C(=O)OC(C2=CC=CC=C2)C2=CC=CC=C2)C1=O)=NOC (Benzhydryl 7-[2-(5-Amino-1,2,4-thiadiazol-3-yl)-2-methoxyiminoacetamido]-3-[3-chloro-1-propen-1-yl]-3-cephem-4-carboxylate). As a reaction SMILES: [NH2:1][CH:2]1[C:29](=[O:30])[N:4]2[C:5]([C:13]([O:15][CH:16]([C:23]3[CH:28]=[CH:27][CH:26]=[CH:25][CH:24]=3)[C:17]3[CH:22]=[CH:21][CH:20]=[CH:19][CH:18]=3)=[O:14])=[C:6]([CH:9]=[CH:10][CH2:11][Cl:12])[CH2:7][S:8][C@H:3]12.C/C(/O[Si](C)(C)C)=N\[Si](C)(C)C.Cl.[NH2:44][C:45]1[S:49][N:48]=[C:47]([C:50](=[N:54][O:55][CH3:56])[C:51](Cl)=[O:52])[N:46]=1>C(Cl)Cl>[NH2:44][C:45]1[S:49][N:48]=[C:47]([C:50](=[N:54][O:55][CH3:56])[C:51]([NH:1][CH:2]2[C:29](=[O:30])[N:4]3[C:5]([C:13]([O:15][CH:16]([C:23]4[CH:24]=[CH:25][CH:26]=[CH:27][CH:28]=4)[C:17]4[CH:18]=[CH:19][CH:20]=[CH:21][CH:22]=4)=[O:14])=[C:6]([CH:9]=[CH:10][CH2:11][Cl:12])[CH2:7][S:8][C@H:3]23)=[O:52])[N:46]=1 |f:2.3|. Procedure details: To a stirred solution of XVIII (Z isomer) (20 g, 42 mmole) in CH2Cl2 (420 ml) containing N,O-bis(trimethylsilyl)acetamide (34 ml, 125 mmole) was added 2-(5-amino-1,2,4-thiadiazol-3-yl)-2-methoxyiminoacetyl chloride hydrochloride (15.2 g, 59 mmole) in three portions over a period of 30 minutes at -10° to 0° C. The mixture was stirred for 30 minutes at 0°-5° C. and concentrated under reduced pressure. The residual brown oil was dissolved in ethyl acetate (420 ml) and the solution was washed succes... Yields the product C(C)(=O)OCCC1=CC=C(C2=C(C=CC=C12)[N+](=O)[O-])S(=O)(=O)Cl (4-(2-acetoxy-ethyl)-8-nitro-naphthalene-1-sulfonyl chloride). Procedure details: 4-(2-Acetoxy-ethyl)-naphthalene-1-sulfonyl chloride (76.96 g, 246 mmol) was added portionwise over 12 minutes to 90% nitric acid (154 mL, 3.278 mol) cooled in an ice-methanol bath (-20° C.). After the addition was complete, the reaction mixture was stirred at -20° C. for an additional 15 minutes. The reaction mixture was partitioned between ice water (800 mL) and chloroform (800 mL). The aqueous layer was extracted with chloroform (100 mL). The combined organic layers were washed with brine (400... The reactants are C(C)(=O)OCCC1=CC=C(C2=CC=CC=C12)S(=O)(=O)Cl (4-(2-Acetoxy-ethyl)-naphthalene-1-sulfonyl chloride), [N+](=O)(O)[O-] (nitric acid). Yield: 47.6%. Conditions: temperature -20 celsius, time 15 minute. Reaction SMILES: [C:1]([O:4][CH2:5][CH2:6][C:7]1[C:16]2[C:11](=[CH:12][CH:13]=[CH:14][CH:15]=2)[C:10]([S:17]([Cl:20])(=[O:19])=[O:18])=[CH:9][CH:8]=1)(=[O:3])[CH3:2].[N+:21]([O-])([OH:23])=[O:22]>>[C:1]([O:4][CH2:5][CH2:6][C:7]1[C:16]2[C:11](=[C:12]([N+:21]([O-:23])=[O:22])[CH:13]=[CH:14][CH:15]=2)[C:10]([S:17]([Cl:20])(=[O:18])=[O:19])=[CH:9][CH:8]=1)(=[O:3])[CH3:2]. Starting materials: Cc1c(OCC(F)(F)F)ccnc1CSc1nc2ccccc2[nH]1, CC(C)O, O, OO. The product is Cc1c(OCC(F)(F)F)ccnc1CS(=O)c1nc2ccccc2[nH]1. Reaction SMILES: [CH3:1][c:2]1[c:3]([CH2:14][S:15][c:16]2[n:17][c:18]3[c:19]([nH:20]2)[cH:21][cH:22][cH:23][cH:24]3)[n:4][cH:5][cH:6][c:7]1[O:8][CH2:9][C:10]([F:11])([F:12])[F:13].[CH:28]([OH:29])([CH3:30])[CH3:31].[OH2:27].[OH:25][OH:26]>>[CH3:1][c:2]1[c:3]([CH2:14][S:15]([c:16]2[nH:17][c:18]3[c:19]([n:20]2)[cH:21][cH:22][cH:23][cH:24]3)=[O:25])[n:4][cH:5][cH:6][c:7]1[O:8][CH2:9][C:10]([F:11])([F:12])[F:13].